The task is: describe an organic reaction: reactants, conditions, products, and yield. This data is from the Open Reaction Database (ORD), a public repository of structured organic reaction records. Reactants: [OH-].[Na+] (sodium hydroxide), C(C)(C)C1=C(C(=CC=C1)COC(C)=O)NC(CC1C2=CC=CC=C2OC=2C=CC=CC12)=O (N-(2-isopropyl-6-acetoxymethylphenyl)-2-(9H-xanthen-9-yl)acetamide). The solvent is O (water), CO (methanol). Run at time 1 hour. Product: C(C)(C)C1=C(C(=CC=C1)CO)NC(CC1C2=CC=CC=C2OC=2C=CC=CC12)=O (N-(2-Isopropyl-6-hydroxymethylphenyl)-2-(9H-xanthen-9-yl)acetamide). RXN SMILES: [OH-].[Na+].[CH:3]([C:6]1[CH:11]=[CH:10][CH:9]=[C:8]([CH2:12][O:13]C(=O)C)[C:7]=1[NH:17][C:18](=[O:34])[CH2:19][CH:20]1[C:33]2[CH:32]=[CH:31][CH:30]=[CH:29][C:28]=2[O:27][C:26]2[C:21]1=[CH:22][CH:23]=[CH:24][CH:25]=2)([CH3:5])[CH3:4]>O.CO>[CH:3]([C:6]1[CH:11]=[CH:10][CH:9]=[C:8]([CH2:12][OH:13])[C:7]=1[NH:17][C:18](=[O:34])[CH2:19][CH:20]1[C:21]2[CH:22]=[CH:23][CH:24]=[CH:25][C:26]=2[O:27][C:28]2[C:33]1=[CH:32][CH:31]=[CH:30][CH:29]=2)([CH3:5])[CH3:4] |f:0.1|. Procedure details: A solution of 79 mg (1.98 mmol) of sodium hydroxide in 1 ml of water was added to a solution of 567 mg (1.32 mmol) of N-(2-isopropyl-6-acetoxymethylphenyl)-2-(9H-xanthen-9-yl)acetamide [prepared as described in step (v) above] in 15 ml of methanol, and the resulting mixture was stirred for 1 hour at room temperature. At the end of this time, the reaction mixture was concentrated by evaporation under reduced pressure, and the concentrate was partitioned between ethyl acetate and water. The organi... Starting materials: ClC1=C(C(=C(C=C1)NC(=O)NC1=C(C(=CC=C1)Cl)Cl)O)S(=O)(=O)NCCCSC (N-[4chloro-2-hydroxy-3-[N″-(3-methylthiopropyl)aminosulfonyl]-phenyl]-N′-(2,3-dichlorophenyl) urea), I(=O)(=O)(=O)[O-].[Na+] (sodium periodate). Run in C(C)#N (acetonitrile), O (water), C(C)(=O)OCC (ethyl acetate). Yields the product ClC1=C(C(=C(C=C1)NC(=O)NC1=C(C(=CC=C1)Cl)Cl)O)S(=O)(=O)NCCCS(=O)C (N-[4-chloro-2-hydroxy-3-[N″-[3-(methylsulfinyl)propyl]aminosulfonyl]phenyl]-N′-(2,3-dichlorophenyl) urea). Isolated yield 81.6%. RXN SMILES: [Cl:1][C:2]1[CH:7]=[CH:6][C:5]([NH:8][C:9]([NH:11][C:12]2[CH:17]=[CH:16][CH:15]=[C:14]([Cl:18])[C:13]=2[Cl:19])=[O:10])=[C:4]([OH:20])[C:3]=1[S:21]([NH:24][CH2:25][CH2:26][CH2:27][S:28][CH3:29])(=[O:23])=[O:22].I([O-])(=O)(=O)=[O:31].[Na+]>C(#N)C.O.C(OCC)(=O)C>[Cl:1][C:2]1[CH:7]=[CH:6][C:5]([NH:8][C:9]([NH:11][C:12]2[CH:17]=[CH:16][CH:15]=[C:14]([Cl:18])[C:13]=2[Cl:19])=[O:10])=[C:4]([OH:20])[C:3]=1[S:21]([NH:24][CH2:25][CH2:26][CH2:27][S:28]([CH3:29])=[O:31])(=[O:22])=[O:23] |f:1.2|. Reported procedure: A solution of N-[4chloro-2-hydroxy-3-[N″-(3-methylthiopropyl)aminosulfonyl]-phenyl]-N′-(2,3-dichlorophenyl) urea (50 mg, 0.10 mmol) and sodium periodate (26 mg, 0.12mmol) in acetonitrile (6 mL) and water (2 mL) was stirred for 3 days at room temperature. The mixture was diluted with ethyl acetate and washed with water to give the crude material. Recrystallization from acetone and hexane gave the desired product (42 mg, 81%). 1H NMR (DMSO-d6): δ 9.32 (s, 1H), 9.27 (s, 1H), 8.59 (s, 1H), 8.29 (d, ... Reactants: C1CCOC1, COc1cc([N+](=O)[O-])ccc1O, CC(C)(C)OC(=O)N1CCC(O)CC1, c1ccc(P(c2ccccc2)c2ccccc2)cc1. Product: COc1cc([N+](=O)[O-])ccc1OC1CCN(C(=O)OC(C)(C)C)CC1. As a reaction SMILES: [CH2:46]1[O:47][CH2:48][CH2:49][CH2:50]1.[CH3:34][O:35][c:36]1[c:37]([OH:45])[cH:38][cH:39][c:40]([N+:42](=[O:43])[O-:44])[cH:41]1.[OH:20][CH:21]1[CH2:22][CH2:23][N:24]([C:27](=[O:28])[O:29][C:30]([CH3:31])([CH3:32])[CH3:33])[CH2:25][CH2:26]1.[c:1]1([P:2]([c:3]2[cH:4][cH:5][cH:6][cH:7][cH:8]2)[c:9]2[cH:10][cH:11][cH:12][cH:13][cH:14]2)[cH:15][cH:16][cH:17][cH:18][cH:19]1>>[O:20]([CH:21]1[CH2:22][CH2:23][N:24]([C:27](=[O:28])[O:29][C:30]([CH3:31])([CH3:32])[CH3:33])[CH2:25][CH2:26]1)[c:37]1[c:36]([O:35][CH3:34])[cH:41][c:40]([N+:42](=[O:43])[O-:44])[cH:39][cH:38]1. The reactants are CN(C)CC1C(=CC2CCC1C2)C=2C=C(C=CC2)O (3-(4-dimethylaminomethyl-bicyclo[3.2.1]oct-2-en-3-yl)-phenol). Reagents/catalysts: [Pd] (Pd/C). The solvent is CO (MeOH). Conditions: temperature 25 celsius, time 12 hour. The product is CN(C)CC1C2CCC(CC1C=1C=C(C=CC1)O)C2 (3-(2-dimethylaminomethyl-bicyclo[3.2.1]oct-3-yl)-phenol). The yield is 100.2%. RXN SMILES: [CH3:1][N:2]([CH2:4][CH:5]1[CH:11]2[CH2:12][CH:8]([CH2:9][CH2:10]2)[CH:7]=[C:6]1[C:13]1[CH:14]=[C:15]([OH:19])[CH:16]=[CH:17][CH:18]=1)[CH3:3]>CO.[Pd]>[CH3:3][N:2]([CH2:4][CH:5]1[CH:6]([C:13]2[CH:14]=[C:15]([OH:19])[CH:16]=[CH:17][CH:18]=2)[CH2:7][CH:8]2[CH2:12][CH:11]1[CH2:10][CH2:9]2)[CH3:1]. Procedure: Add Pd/C (80 mg) to a solution of 3-(4-dimethylaminomethyl-bicyclo[3.2.1]oct-2-en-3-yl)-phenol (250 mg, 0.97 mmol) in MeOH (40 mL). Then stir the mixture at 25° C. for 12 hours under 45 PSI of H2. After filtration, Concentrate the solution under vacuum to afford 3-(2-dimethylaminomethyl-bicyclo[3.2.1]oct-3-yl)-phenol as white solid (252 mg, Yield: 100%). MS (m/z): 260 (M+1). The reactants are BrBr (Br2), Br[O-].[Na+] (sodium hypobromide), Cl (HCl), Br[O-].[Na+] (sodium hypobromide), OC1=C(C(=O)O)C=CC=N1 (2-hydroxynicotinic acid), OC1=C(C(=O)O)C=CC=N1 (2-hydroxynicotinic acid), Br[O-].[Na+] (sodium hypobromide), BrBr (Br2). Run in [OH-].[Na+] (NaOH), [OH-].[Na+] (NaOH). Run at temperature 0 celsius, time 10 minute. The product is BrC=1C=NC(=C(C(=O)O)C1)O (5-bromo-2-hydroxynicotinic acid). As a reaction SMILES: [Br:1][O-].[Na+].BrBr.[OH:6][C:7]1[N:15]=[CH:14][CH:13]=[CH:12][C:8]=1[C:9]([OH:11])=[O:10].Cl>[OH-].[Na+]>[Br:1][C:13]1[CH:14]=[N:15][C:7]([OH:6])=[C:8]([CH:12]=1)[C:9]([OH:11])=[O:10] |f:0.1,5.6|. Procedure details: A solution of sodium hypobromide was made by adding Br2 (1.01 ml, 39.5 mmol, 1.1 eq) slowly over a period of 5 min to NaOH (5N, 40 ml) that was previously cooled to 0° C. in an ice bath. The solution was stirred for 10 min before adding 2-hydroxynicotinic acid (5.0 g, 35.9 mmol) and placed in a 50° C. oil bath and stirred. Concurrently, a second pot of sodium hypobromide solution was made by slowly adding Br2 (1.01 ml, 39.5 mmol, 1.1 eq) to a NaOH solution (5N, 40 ml) in an ice bath. The second ... Starting materials: C(C)C1=NC(=CC(=C1)N)C (2-ethyl-6-methyl-pyridin-4-ylamine), FC1=C(C(=C(C(=C1OC(OC1=C(C(=C(C(=C1F)F)F)F)F)=O)F)F)F)F (bis(pentafluorophenyl)carbonate). Solvent: C1CCOC1 (THF), C1CCOC1 (THF). Reaction conditions: time 48 hour. Product: FC1=C(C(=C(C(=C1OC(NC1=CC(=NC(=C1)C)CC)=O)F)F)F)F ((2-Ethyl-6-methyl-pyridin-4-yl)-carbamic acid pentafluorophenyl ester). As a reaction SMILES: [CH2:1]([C:3]1[CH:8]=[C:7]([NH2:9])[CH:6]=[C:5]([CH3:10])[N:4]=1)[CH3:2].[F:11][C:12]1[C:17]([O:18][C:19](=O)[O:20]C2C(F)=C(F)C(F)=C(F)C=2F)=[C:16]([F:33])[C:15]([F:34])=[C:14]([F:35])[C:13]=1[F:36]>C1COCC1>[F:11][C:12]1[C:17]([O:18][C:19](=[O:20])[NH:9][C:7]2[CH:6]=[C:5]([CH3:10])[N:4]=[C:3]([CH2:1][CH3:2])[CH:8]=2)=[C:16]([F:33])[C:15]([F:34])=[C:14]([F:35])[C:13]=1[F:36]. Procedure details: A solution of 2-ethyl-6-methyl-pyridin-4-ylamine (1.33 g, 9.8 mmol) in THF (25 mL) is slowly added to a solution of bis(pentafluorophenyl)carbonate (3.99 g, 10.1 mmol) in THF (10 mL). The mixture is stirred at r.t. for 48 h and the solution of title compound is used as stock solution for subsequent coupling reactions. Reactants: O=C([O-])[O-], COc1cc(C=O)cc2c1OCC(=O)N2, FCCI, [K+], [K+], CN(C)C=O, O. The product is COc1cc(C=O)cc2c1OCC(=O)N2CCF. As a reaction SMILES: [C:21](=[O:22])([O-:23])[O-:24].[CH3:6][O:7][c:8]1[cH:9][c:10]([CH:19]=[O:20])[cH:11][c:12]2[c:17]1[O:16][CH2:15][C:14](=[O:18])[NH:13]2.[F:27][CH2:28][CH2:29][I:30].[K+:25].[K+:26].[O:1]=[CH:2][N:3]([CH3:4])[CH3:5].[OH2:31]>>[CH3:6][O:7][c:8]1[cH:9][c:10]([CH:19]=[O:20])[cH:11][c:12]2[c:17]1[O:16][CH2:15][C:14](=[O:18])[N:13]2[CH2:29][CH2:28][F:27].